From a dataset of the Open Reaction Database (ORD), a public repository of structured organic reaction records. describe an organic reaction: reactants, conditions, products, and yield Reaction conditions: temperature -40 celsius, time 20 minute. Yield: 93.6%. Yields the product FC=1C=C(C[C@@H]2N(CC[C@H](C2)C2=CC(NO2)=O)C(=O)OC)C=CC1C(F)(F)F (trans-methyl 2-(3-fluoro-4-(trifluoromethyl)-benzyl)-4-(3-oxo-2,3-dihydroisoxazol-5-yl)piperidine-1-carboxylate). As a reaction SMILES: C([O:3][C:4](=O)[CH2:5][C:6]([C@@H:8]1[CH2:13][CH2:12][N:11]([C:14]([O:16][CH3:17])=[O:15])[C@@H:10]([CH2:18][C:19]2[CH:24]=[CH:23][C:22]([C:25]([F:28])([F:27])[F:26])=[C:21]([F:29])[CH:20]=2)[CH2:9]1)=[O:7])C.[OH-].[Na+].[NH2:33]O.Cl>CO.O>[F:29][C:21]1[CH:20]=[C:19]([CH:24]=[CH:23][C:22]=1[C:25]([F:28])([F:27])[F:26])[CH2:18][C@H:10]1[CH2:9][C@H:8]([C:6]2[O:7][NH:33][C:4](=[O:3])[CH:5]=2)[CH2:13][CH2:12][N:11]1[C:14]([O:16][CH3:17])=[O:15] |f:1.2|. The reactants are [OH-].[Na+] (Sodium hydroxide), Cl (hydrogen chloride), C(C)OC(CC(=O)[C@H]1C[C@@H](N(CC1)C(=O)OC)CC1=CC(=C(C=C1)C(F)(F)F)F)=O (Trans-methyl 4-(3-ethoxy-3-oxopropanoyl)-2-(3-fluoro-4-(trifluoromethyl)benzyl)piperidine-1-carboxylate), NO (hydroxylamine). The solvent is O (water), CO (MeOH). Procedure details: Trans-methyl 4-(3-ethoxy-3-oxopropanoyl)-2-(3-fluoro-4-(trifluoromethyl)benzyl)piperidine-1-carboxylate (0.781 g, 1.80 mmol) (from example 140, step 1) was dissolved in MeOH (15 mL) and cooled to −40° C. Sodium hydroxide (0.072 g, 1.80 mmol) dissolved in water (1 mL) was added over 1 min and the resulting solution was stirred at −40° C. for 20 min. Then hydroxylamine (50% by weight in water, 0.12 mL, 1.96 mmol) was added over 1 min and stirring continued at −40° C. for 2 h 15 min. The reaction m...